From a dataset of the Open Reaction Database (ORD), a public repository of structured organic reaction records. describe an organic reaction: reactants, conditions, products, and yield Reactants: CN(C)CCCCl, CC(C)SC1=C(C#N)C(c2ccccc2)(c2ccccc2)C(=O)N1, Cl, [H-], [Na+], C1COCCO1. Product: CC(C)SC1=C(C#N)C(c2ccccc2)(c2ccccc2)C(=O)N1CCCN(C)C. RXN SMILES: [CH3:28][N:29]([CH3:30])[CH2:31][CH2:32][CH2:33][Cl:34].[CH:1]([CH3:2])([CH3:3])[S:4][C:5]1=[C:9]([C:10]#[N:11])[C:8]([c:12]2[cH:13][cH:14][cH:15][cH:16][cH:17]2)([c:18]2[cH:19][cH:20][cH:21][cH:22][cH:23]2)[C:7](=[O:24])[NH:6]1.[ClH:27].[H-:25].[Na+:26].[O:35]1[CH2:36][CH2:37][O:38][CH2:39][CH2:40]1>>[CH:1]([CH3:2])([CH3:3])[S:4][C:5]1=[C:9]([C:10]#[N:11])[C:8]([c:12]2[cH:13][cH:14][cH:15][cH:16][cH:17]2)([c:18]2[cH:19][cH:20][cH:21][cH:22][cH:23]2)[C:7](=[O:24])[N:6]1[CH2:33][CH2:32][CH2:31][N:29]([CH3:28])[CH3:30]. The reactants are O=C([O-])[O-], CC(=O)O, CCOC(C)=O, CS(C)=O, Cl, COc1cc(OCCO)c(F)c(C(Nc2ccc(C(=N)N)cc2)c2nn(-c3ncccn3)c(=O)[nH]2)c1, [K+], [K+], O, C=C(C)COC(=O)Oc1ccccc1. Yields the product C=C(C)COC(=O)N=C(N)c1ccc(NC(c2nn(-c3ncccn3)c(=O)[nH]2)c2cc(OC)cc(OCCO)c2F)cc1. Reaction SMILES: [C:38](=[O:39])([O-:40])[O-:41].[CH3:58][C:59](=[O:60])[OH:61].[CH3:62][CH2:63][O:64][C:65](=[O:66])[CH3:67].[CH3:69][S:70](=[O:71])[CH3:72].[ClH:1].[F:2][c:3]1[c:4]([CH:15]([c:16]2[n:17][n:18](-[c:22]3[n:23][cH:24][cH:25][cH:26][n:27]3)[c:19](=[O:21])[nH:20]2)[NH:28][c:29]2[cH:30][cH:31][c:32]([C:33](=[NH:34])[NH2:35])[cH:36][cH:37]2)[cH:5][c:6]([O:13][CH3:14])[cH:7][c:8]1[O:9][CH2:10][CH2:11][OH:12].[K+:42].[K+:43].[OH2:68].[c:44]1([O:50][C:51](=[O:45])[O:52][CH2:53][C:54](=[CH2:55])[CH3:56])[cH:46][cH:47][cH:48][cH:49][cH:57]1>>[F:2][c:3]1[c:4]([CH:15]([c:16]2[n:17][n:18](-[c:22]3[n:23][cH:24][cH:25][cH:26][n:27]3)[c:19](=[O:21])[nH:20]2)[NH:28][c:29]2[cH:30][cH:31][c:32]([C:33](=[N:34][C:51](=[O:50])[O:52][CH2:53][C:54](=[CH2:55])[CH3:56])[NH2:35])[cH:36][cH:37]2)[cH:5][c:6]([O:13][CH3:14])[cH:7][c:8]1[O:9][CH2:10][CH2:11][OH:12]. Starting materials: [Al+3], C1CCOC1, [H-], [H-], [H-], [H-], [Li+], COC(=O)c1nc(-c2ccc(Cn3cnc4ccccc43)cc2)oc1C. Yields the product Cc1oc(-c2ccc(Cn3cnc4ccccc43)cc2)nc1CO. Reaction SMILES: [Al+3:28].[CH2:33]1[O:34][CH2:35][CH2:36][CH2:37]1.[H-:27].[H-:30].[H-:31].[H-:32].[Li+:29].[n:1]1([CH2:10][c:11]2[cH:12][cH:13][c:14](-[c:17]3[o:18][c:19]([CH3:26])[c:20]([C:22](=[O:23])[O:24][CH3:25])[n:21]3)[cH:15][cH:16]2)[cH:2][n:3][c:4]2[c:5]1[cH:6][cH:7][cH:8][cH:9]2>>[n:1]1([CH2:10][c:11]2[cH:12][cH:13][c:14](-[c:17]3[o:18][c:19]([CH3:26])[c:20]([CH2:22][OH:23])[n:21]3)[cH:15][cH:16]2)[cH:2][n:3][c:4]2[c:5]1[cH:6][cH:7][cH:8][cH:9]2. Starting materials: NC=1C=C2CN(C(C2=CC1)=O)C1=CC=C(C=C1)CCC (5-amino-2-(4-propyl-phenyl)-isoindol-1-one), C=O (formalin), C(#N)[BH3-].[Na+] (sodium cyanoborohydride), C(C)(=O)O (acetic acid), C(C)(=O)O (acetic acid). Solvent: C1CCOC1 (THF), C(C)(=O)OCC (ethyl acetate). Conditions: time 30 minute. Yields the product CN(C=1C=C2CN(C(C2=CC1)=O)C1=CC=C(C=C1)CCC)C (5-dimethylamino-2-(4-propyl-phenyl)-isoindol-1-one). RXN SMILES: N[C:2]1[CH:3]=[C:4]2[C:8](=[CH:9][CH:10]=1)[C:7](=[O:11])[N:6]([C:12]1[CH:17]=[CH:16][C:15]([CH2:18][CH2:19][CH3:20])=[CH:14][CH:13]=1)[CH2:5]2.C=O.[C:23]([BH3-])#[N:24].[Na+].[C:27](O)(=O)C>C1COCC1.C(OCC)(=O)C>[CH3:27][N:24]([CH3:23])[C:2]1[CH:3]=[C:4]2[C:8](=[CH:9][CH:10]=1)[C:7](=[O:11])[N:6]([C:12]1[CH:17]=[CH:16][C:15]([CH2:18][CH2:19][CH3:20])=[CH:14][CH:13]=1)[CH2:5]2 |f:2.3|. Procedure details: A solution of 5-amino-2-(4-propyl-phenyl)-isoindol-1-one (89 mg, 0.33 mmol) obtained in Example 2 and formalin (0.26 ml) in THF (5 ml) was added with 95% sodium cyanoborohydride (66 mg, 1.00 mmol) and acetic acid (0.1 ml), the mixture was stirred at room temperature for 30 minutes, and then further added with acetic acid (0.1 ml), and the mixture was stirred at room temperature for 7 hours. The reaction solution was added with ethyl acetate for extraction. The ethyl acetate layer was washed with... Reactants: O(S(=O)(=O)C(F)(F)F)S(=O)(=O)C(F)(F)F (Tf2O), OCC1=CC(=C(C#N)C=C1)OCCCC1=CC=CC=C1 (4-Hydroxymethyl-2-(3-phenyl-propoxy)-benzonitrile), ClC=1C=CC(N(C1)C1=NC=C(C=C1)CC=1N=CN(C1)C(C1=CC=CC=C1)(C1=CC=CC=C1)C1=CC=CC=C1)=O (5-chloro-5'-(1-trityl-1H-imidazol-4-ylmethyl)-[1,2']bipyridinyl-2-one), CCN(C(C)C)C(C)C (DIEA). Run in C(Cl)Cl (CH2Cl2). Conditions: temperature -78 celsius, time 1 hour. Yields the product ClC=1C=CC(N(C1)C1=NC=C(C=C1)CC1=CN=CN1CC1=CC(=C(C#N)C=C1)OCCCC1=CC=CC=C1)=O (4-[5-(5-chloro-2-oxo-2H-[1,2']bipyridinyl-5'-ylmethyl)-imidazol-1-ylmethyl]-2-(3-phenyl-propoxy)-benzonitrile). Reaction SMILES: O[CH2:2][C:3]1[CH:10]=[CH:9][C:6]([C:7]#[N:8])=[C:5]([O:11][CH2:12][CH2:13][CH2:14][C:15]2[CH:20]=[CH:19][CH:18]=[CH:17][CH:16]=2)[CH:4]=1.[Cl:21][C:22]1[CH:23]=[CH:24][C:25](=[O:59])[N:26]([C:28]2[CH:33]=[CH:32][C:31]([CH2:34][C:35]3[N:36]=[CH:37][N:38](C(C4C=CC=CC=4)(C4C=CC=CC=4)C4C=CC=CC=4)[CH:39]=3)=[CH:30][N:29]=2)[CH:27]=1.CCN(C(C)C)C(C)C.O(S(C(F)(F)F)(=O)=O)S(C(F)(F)F)(=O)=O>C(Cl)Cl>[Cl:21][C:22]1[CH:23]=[CH:24][C:25](=[O:59])[N:26]([C:28]2[CH:33]=[CH:32][C:31]([CH2:34][C:35]3[N:36]([CH2:2][C:3]4[CH:10]=[CH:9][C:6]([C:7]#[N:8])=[C:5]([O:11][CH2:12][CH2:13][CH2:14][C:15]5[CH:20]=[CH:19][CH:18]=[CH:17][CH:16]=5)[CH:4]=4)[CH:37]=[N:38][CH:39]=3)=[CH:30][N:29]=2)[CH:27]=1. Procedure details: To a cooled solution (-78° C.) of 4-hydroxymethyl-2-(3-phenyl-propoxy)-benzonitrile from step 3 (35 mg, 0.13 mmol) and 5-chloro-5'-(1-trityl-1H-imidazol-4-ylmethyl)-[1,2']bipyridinyl-2-one from Example 23, Step 5 (70 mg, 0.13 mmol) in CH2Cl2 (650 μl) was added DIEA (50 μl, 0.27 mmol) followed immediately by the addition of Tf2O (33 μl, 0.19 mmol). The reaction mixture was stirred at -78° C. for 1 hour and was then transferred to an ice bath and stirred at 0° C. for another hour. The solvent was ... Reactants: CC(C)([O-])C.[K+] (potassium t-butoxide), 41(b), C1CCOC1 (THF), CCCCCC (hexane). Reaction conditions: time 1 hour. The product is C(C)OC(=C(C)C)OCC (1,1-diethoxy-2,2-dimethylethylene). As a reaction SMILES: C[C:2](C)([O-:4])[CH3:3].[K+].CCC[CH2:10][CH2:11][CH3:12].C1[CH2:17][O:16][CH2:15][CH2:14]1>>[CH2:15]([O:16][C:17]([O:4][CH2:2][CH3:3])=[C:11]([CH3:10])[CH3:12])[CH3:14] |f:0.1|. Reported procedure: To a solution of the compound of preparation 41(b) (2.3 g, 0.02 mol) in THF (50 mL) was added potassium t-butoxide (2.3 g, 0.02 mol). The mixture was stirred at room temperature for 1 hour, then hexane (20 mL) was added. The mixture was filtered through celite, the filtrate was concentrated in vacuo, and the residue was distilled at 50 mmHg to afford 2.1 g of 1,1-diethoxy-2,2-dimethylethylene (Formula V: R3 =R4 =CH3 ; R5 =R6 =OC2H5). Starting materials: CCc1ccc2c(c1)N(CC1CN(Cc3ccccc3)CCO1)c1ccccc1CC2, CCO, Cl. Yields the product CCc1ccc2c(c1)N(CC1CNCCO1)c1ccccc1CC2. RXN SMILES: [CH2:1]([CH3:2])[c:3]1[cH:4][cH:5][c:6]2[c:7]([cH:31]1)[N:8]([CH2:17][CH:18]1[O:19][CH2:20][CH2:21][N:22]([CH2:24][c:25]3[cH:26][cH:27][cH:28][cH:29][cH:30]3)[CH2:23]1)[c:9]1[c:10]([cH:13][cH:14][cH:15][cH:16]1)[CH2:11][CH2:12]2.[CH3:32][CH2:33][OH:34].[ClH:35]>>[CH2:1]([CH3:2])[c:3]1[cH:4][cH:5][c:6]2[c:7]([cH:31]1)[N:8]([CH2:17][CH:18]1[O:19][CH2:20][CH2:21][NH:22][CH2:23]1)[c:9]1[c:10]([cH:13][cH:14][cH:15][cH:16]1)[CH2:11][CH2:12]2. Conditions: temperature 100 celsius, time 3 hour. The reactants are C1(=CC=CC=C1)C(O)(C1CCNCC1)C1=CC=CC=C1 (α,α-diphenyl-4-piperidinemethanol), C(C)(=O)C1=CC(=C(OCCCCl)C=C1)OC (3-(p-acetyl-o-methoxyphenoxy)propyl chloride), C([O-])(O)=O.[Na+] (sodium bicarbonate). The product is C(C(=O)O)(=O)O.C1(=CC=CC=C1)C(C1CCN(CC1)CCCOC1=C(C=C(C=C1)C(C)=O)OC)(O)C1=CC=CC=C1 (1-[4-[3-[4-(Diphenylhydroxymethyl)-1-piperidinyl]propoxy]-3-methoxyphenyl]ethanone oxalate). Procedure: A mixture of 5.2 g (0.0194 mole) of α,α-diphenyl-4-piperidinemethanol, 4.7 g (0.0194 mole) of 3-(p-acetyl-o-methoxyphenoxy)propyl chloride and 1.6 g (0.0194 mole) of sodium bicarbonate in 60 ml of dimethylformamide was stirred at 100° C. for 3 hrs. After cooling, the reaction mixture was filtered and the dimethylformamide was removed under reduced pressure. The residual oil weighed 8.3 g (90%). Some of the product crystallized upon trituration in anhydrous ether and was collected by filtration. ... Run in CN(C=O)C (dimethylformamide). As a reaction SMILES: [C:1]1([C:7]([C:15]2[CH:20]=[CH:19][CH:18]=[CH:17][CH:16]=2)([CH:9]2[CH2:14][CH2:13][NH:12][CH2:11][CH2:10]2)[OH:8])[CH:6]=[CH:5][CH:4]=[CH:3][CH:2]=1.[C:21]([C:24]1[CH:34]=[CH:33][C:27]([O:28][CH2:29][CH2:30][CH2:31]Cl)=[C:26]([O:35][CH3:36])[CH:25]=1)(=[O:23])[CH3:22].[C:37](=[O:40])([OH:39])[O-].[Na+]>CN(C)C=O>[C:7]([OH:8])(=[O:23])[C:37]([OH:39])=[O:40].[C:1]1([C:7]([C:15]2[CH:20]=[CH:19][CH:18]=[CH:17][CH:16]=2)([OH:8])[CH:9]2[CH2:14][CH2:13][N:12]([CH2:31][CH2:30][CH2:29][O:28][C:27]3[CH:33]=[CH:34][C:24]([C:21](=[O:23])[CH3:22])=[CH:25][C:26]=3[O:35][CH3:36])[CH2:11][CH2:10]2)[CH:2]=[CH:3][CH:4]=[CH:5][CH:6]=1 |f:2.3,5.6|. Yield: 115.2%. The reactants are B (Borane), FC=1C=C(C=CC1)S(=O)(=O)C=1C=C2C=CC=C(C2=CC1)CCC(=O)N (3-[6-(3-fluoro-benzenesulfonyl)-naphthalen-1-yl]-propionamide). The solvent is C1CCOC1 (THF). Product: FC=1C=C(C=CC1)S(=O)(=O)C=1C=C2C=CC=C(C2=CC1)CCCN (3-[6-(3-Fluoro-benzenesulfonyl)-naphthalen-1-yl]-propylamine). As a reaction SMILES: B.[F:2][C:3]1[CH:4]=[C:5]([S:9]([C:12]2[CH:13]=[C:14]3[C:19](=[CH:20][CH:21]=2)[C:18]([CH2:22][CH2:23][C:24]([NH2:26])=O)=[CH:17][CH:16]=[CH:15]3)(=[O:11])=[O:10])[CH:6]=[CH:7][CH:8]=1>C1COCC1>[F:2][C:3]1[CH:4]=[C:5]([S:9]([C:12]2[CH:13]=[C:14]3[C:19](=[CH:20][CH:21]=2)[C:18]([CH2:22][CH2:23][CH2:24][NH2:26])=[CH:17][CH:16]=[CH:15]3)(=[O:11])=[O:10])[CH:6]=[CH:7][CH:8]=1. Procedure details: Borane (8 mL of 1M THF solution) was added to a solution of 3-[6-(3-fluoro-benzenesulfonyl)-naphthalen-1-yl]-propionamide in 20 mL THF. The reaction mixture was refluxed for five hours, then cooled and quenched by addition of 10% aqueous HCl (25 mL). The mixture was heated to reflux for one hour, then cooled and THF was removed under reduced pressure. The resulting precipitate was collected by filtration to give 0.42 g of 3-[6-(3-Fluoro-benzenesulfonyl)-naphthalen-1-yl]-propylamine. MS (M+H)=344... Starting materials: CC1(C)C2CCC1(CS(=O)(=O)O)C(=O)C2, COCCN1CCc2ccc(N)cc2CC1, CC(C)O, CC(C)(CNS(C)(=O)=O)Nc1nc(Cl)ncc1Cl. Yields the product COCCN1CCc2ccc(Nc3ncc(Cl)c(NC(C)(C)CNS(C)(=O)=O)n3)cc2CC1. RXN SMILES: [C:35]12([CH2:36][S:37]([OH:38])(=[O:39])=[O:40])[C:41]([CH3:42])([CH3:43])[CH:44]([CH2:45][CH2:46]1)[CH2:47][C:48]2=[O:49].[CH3:1][O:2][CH2:3][CH2:4][N:5]1[CH2:6][CH2:7][c:8]2[c:9]([cH:12][c:13]([NH2:16])[cH:14][cH:15]2)[CH2:10][CH2:11]1.[CH:50]([OH:51])([CH3:52])[CH3:53].[Cl:17][c:18]1[n:19][cH:20][c:21]([Cl:34])[c:22]([NH:24][C:25]([CH2:26][NH:27][S:28](=[O:29])(=[O:30])[CH3:31])([CH3:32])[CH3:33])[n:23]1>>[CH3:1][O:2][CH2:3][CH2:4][N:5]1[CH2:6][CH2:7][c:8]2[c:9]([cH:12][c:13]([NH:16][c:18]3[n:19][cH:20][c:21]([Cl:34])[c:22]([NH:24][C:25]([CH2:26][NH:27][S:28](=[O:29])(=[O:30])[CH3:31])([CH3:32])[CH3:33])[n:23]3)[cH:14][cH:15]2)[CH2:10][CH2:11]1.